Dataset: the Open Reaction Database (ORD), a public repository of structured organic reaction records. Task: describe an organic reaction: reactants, conditions, products, and yield Reactants: FC([C@@H](C=1C=NC(=CC1)NN)N1C[C@H](CC1)NC(OC(C)(C)C)=O)(F)F (tert-Butyl (S)-1-((R)-2,2,2-trifluoro-1-(6-hydrazinylpyridin-3-yl)ethyl)pyrrolidin-3-ylcarbamate), FC=1C=C2C=CC(=NC2=C(C1)OC(C)C)C=O (6-fluoro-8-isopropoxyquinoline-2-carbaldehyde). Solvent: C(C)O (ethanol). Yields the product FC([C@@H](C=1C=NC(=CC1)N/N=C/C1=NC2=C(C=C(C=C2C=C1)F)OC(C)C)N1C[C@H](CC1)NC(OC(C)(C)C)=O)(F)F (tert-butyl (S)-1-((R)-2,2,2-trifluoro-1-(6-((E)-2-((6-fluoro-8-isopropoxyquinolin-2-yl)methylene)hydrazinyl)pyridin-3-yl)ethyl)pyrrolidin-3-ylcarbamate). Isolated yield 99.9%. As a reaction SMILES: [F:1][C:2]([F:26])([F:25])[C@H:3]([N:12]1[CH2:16][CH2:15][C@H:14]([NH:17][C:18](=[O:24])[O:19][C:20]([CH3:23])([CH3:22])[CH3:21])[CH2:13]1)[C:4]1[CH:5]=[N:6][C:7]([NH:10][NH2:11])=[CH:8][CH:9]=1.[F:27][C:28]1[CH:29]=[C:30]2[C:35](=[C:36]([O:38][CH:39]([CH3:41])[CH3:40])[CH:37]=1)[N:34]=[C:33]([CH:42]=O)[CH:32]=[CH:31]2>C(O)C>[F:26][C:2]([F:25])([F:1])[C@H:3]([N:12]1[CH2:16][CH2:15][C@H:14]([NH:17][C:18](=[O:24])[O:19][C:20]([CH3:22])([CH3:23])[CH3:21])[CH2:13]1)[C:4]1[CH:5]=[N:6][C:7]([NH:10]/[N:11]=[CH:42]/[C:33]2[CH:32]=[CH:31][C:30]3[C:35](=[C:36]([O:38][CH:39]([CH3:41])[CH3:40])[CH:37]=[C:28]([F:27])[CH:29]=3)[N:34]=2)=[CH:8][CH:9]=1. Procedure: tert-Butyl (S)-1-((R)-2,2,2-trifluoro-1-(6-hydrazinylpyridin-3-yl)ethyl)pyrrolidin-3-ylcarbamate (100 mg, 0.266 mmol) and 6-fluoro-8-isopropoxyquinoline-2-carbaldehyde (62.1 mg, 0.266 mmol) were stirred in ethanol (5 mL) for 72 hours at ambient temperature. The reaction was concentrated under reduced pressure to yield tert-butyl (S)-1-((R)-2,2,2-trifluoro-1-(6-((E)-2-((6-fluoro-8-isopropoxyquinolin-2-yl)methylene)hydrazinyl)pyridin-3-yl)ethyl)pyrrolidin-3-ylcarbamate (157 mg, 99.8% yield) as a y... Reactants: BrC1=C(C=C(OCC=2C(=NOC2C2CC2)C2=C(C=CC=C2Cl)Cl)C=C1)Cl (4-((4-Bromo-3-chlorophenoxy)methyl)-5-cyclopropyl-3-(2,6-dichlorophenyl)-isoxazole), [Li]CCCC (n-BuLi), BrC=1C=C(C=CC1)C1CC(C1)=O (3-(3-Bromophenyl)cyclobutanone). Solvent: C1CCOC1 (THF), C1CCOC1 (THF). Conditions: temperature -78 celsius, time 1 hour. Yields the product BrC=1C=C(C=CC1)C1CC(C1)(O)C1=C(C=C(C=C1)OCC=1C(=NOC1C1CC1)C1=C(C=CC=C1Cl)Cl)Cl (3-(3-Bromophenyl)-1-(2-chloro-4-((5-cyclopropyl-3-(2,6-dichlorophenyl)isoxazol-4-yl)methoxy)phenyl)cyclobutanol). Isolated yield 36.3%. As a reaction SMILES: Br[C:2]1[CH:25]=[CH:24][C:5]([O:6][CH2:7][C:8]2[C:9]([C:16]3[C:21]([Cl:22])=[CH:20][CH:19]=[CH:18][C:17]=3[Cl:23])=[N:10][O:11][C:12]=2[CH:13]2[CH2:15][CH2:14]2)=[CH:4][C:3]=1[Cl:26].[Li]CCCC.[Br:32][C:33]1[CH:34]=[C:35]([CH:39]2[CH2:42][C:41](=[O:43])[CH2:40]2)[CH:36]=[CH:37][CH:38]=1>C1COCC1>[Br:32][C:33]1[CH:34]=[C:35]([CH:39]2[CH2:40][C:41]([C:2]3[CH:25]=[CH:24][C:5]([O:6][CH2:7][C:8]4[C:9]([C:16]5[C:21]([Cl:22])=[CH:20][CH:19]=[CH:18][C:17]=5[Cl:23])=[N:10][O:11][C:12]=4[CH:13]4[CH2:14][CH2:15]4)=[CH:4][C:3]=3[Cl:26])([OH:43])[CH2:42]2)[CH:36]=[CH:37][CH:38]=1. Procedure: To a solution of compound 1a (14 g, 29.6 mmol) in dry THF (500 ml) at −78° C. was added dropwise n-BuLi (18.5 mL, 1.6 M in hexane, 29.6 mmol). The mixture was stirred for an additional 1 h at −78° C. and a solution of compound 2a (6.5 g, 28.9 mmol) in dry THF (50 mL) was added dropwise. The resulting mixture was stirred at −78° C. for 1 h and then warmed to rt and quenched with saturated aq. NH4Cl (500 mL). The mixture was extracted with EA (500 mL×2), the combined organic layers were washed wit...